From a dataset of the Open Reaction Database (ORD), a public repository of structured organic reaction records. describe an organic reaction: reactants, conditions, products, and yield Reactants: C(C)OC([C@@H](NC1=CC=C(C=C1)CCC(=O)O)C)=O (N-(4-Carboxyethylphenyl)alanine ethyl ester), C(CCC)I (n-butyl iodide), N1=C(C=CC=C1C)C (2,6-lutidine). Run at temperature 135 celsius. Yields the product C(C)OC([C@@H](N(CCCC)C1=CC=C(C=C1)CCC(=O)O)C)=O (N-(4-Carboxyethylphenyl)-N-(n-butyl)alanine ethyl ester), oil. Yield: 16.0%. As a reaction SMILES: [CH2:1]([O:3][C:4](=[O:19])[C@H:5]([CH3:18])[NH:6][C:7]1[CH:12]=[CH:11][C:10]([CH2:13][CH2:14][C:15]([OH:17])=[O:16])=[CH:9][CH:8]=1)[CH3:2].[CH2:20](I)[CH2:21][CH2:22][CH3:23].N1C(C)=CC=CC=1C>>[CH2:1]([O:3][C:4](=[O:19])[C@H:5]([CH3:18])[N:6]([C:7]1[CH:12]=[CH:11][C:10]([CH2:13][CH2:14][C:15]([OH:17])=[O:16])=[CH:9][CH:8]=1)[CH2:20][CH2:21][CH2:22][CH3:23])[CH3:2]. Procedure details: N-(4-Carboxyethylphenyl)alanine ethyl ester (2.6 g, 0.01 mol), n-butyl iodide (1.8 g, 0.01 mol) and 2,6-lutidine (1.5 g, 0.04 g) were sealed in a glass tube. The contents of the tube were heated at 135° C. for 48 h. The tube was then cooled and the contents were partitioned between 200 mL ethyl acetate and 200 mL brine. The organic layer was separated, dried over anhyd. sodium sulfate and concentrated at reduced pressure. The resulting oil was charged onto a silica gel column, and eluted with he... The reactants are SCCC(C)(C)NC(OCC1=CC=CC=C1)=O (benzyl 4-mercapto-2-methylbutan-2-ylcarbamate), O1C(C1)CO (oxiran-2-ylmethanol), C([O-])([O-])=O.[Cs+].[Cs+] (cesium carbonate). The solvent is CN(C=O)C (N,N-dimethylformamide). Run at temperature 85 celsius. Yields the product OC(CSCCC(C)(C)NC(OCC1=CC=CC=C1)=O)CO (Benzyl 4-(2,3-dihydroxypropylthio)-2-methylbutan-2-ylcarbamate). Yield: 90.0%. Reaction SMILES: [SH:1][CH2:2][CH2:3][C:4]([NH:7][C:8](=[O:17])[O:9][CH2:10][C:11]1[CH:16]=[CH:15][CH:14]=[CH:13][CH:12]=1)([CH3:6])[CH3:5].[O:18]1[CH2:20][CH:19]1[CH2:21][OH:22].C(=O)([O-])[O-].[Cs+].[Cs+]>CN(C)C=O>[OH:18][CH:19]([CH2:21][OH:22])[CH2:20][S:1][CH2:2][CH2:3][C:4]([NH:7][C:8](=[O:17])[O:9][CH2:10][C:11]1[CH:16]=[CH:15][CH:14]=[CH:13][CH:12]=1)([CH3:6])[CH3:5] |f:2.3.4|. Reported procedure: To a solution of benzyl 4-mercapto-2-methylbutan-2-ylcarbamate (3.04 g, 12.0 mmol) in N,N-dimethylformamide (50 ml) was added oxiran-2-ylmethanol (1.10 ml, 16.6 mmol) and cesium carbonate (520 mg, 1.6 mmol). The solution was heated to 85° C. for 16 hour, cooled to room temperature, and concentrated in vacuo. The residue was purified by flash chromatography (30% to 80% ethyl acetate in hexanes) to afford the title compound as a clear oil (3.52 g, 10.8 mmol, 90%). 1H NMR (400 MHz, CDCl3) δ 1.30 (m... The reactants are CCO, CC(C)(C)OC(=O)N1CC=C(c2cccc(N)c2)CC1. Product: CC(C)(C)OC(=O)N1CCC(c2cccc(N)c2)CC1. RXN SMILES: [CH3:21][CH2:22][OH:23].[NH2:1][c:2]1[cH:3][c:4]([C:8]2=[CH:13][CH2:12][N:11]([C:14](=[O:15])[O:16][C:17]([CH3:18])([CH3:19])[CH3:20])[CH2:10][CH2:9]2)[cH:5][cH:6][cH:7]1>>[NH2:1][c:2]1[cH:3][c:4]([CH:8]2[CH2:9][CH2:10][N:11]([C:14](=[O:15])[O:16][C:17]([CH3:18])([CH3:19])[CH3:20])[CH2:12][CH2:13]2)[cH:5][cH:6][cH:7]1. The reactants are N#Cc1ccccc1Br, COCCOC, O=[N+]([O-])c1ccc(F)c(B(O)O)c1, [Na+], O=C([O-])O, CC(C)(O)C(C)(C)O, c1ccc(P(c2ccccc2)(c2ccccc2)[Pd](P(c2ccccc2)(c2ccccc2)c2ccccc2)(P(c2ccccc2)(c2ccccc2)c2ccccc2)P(c2ccccc2)(c2ccccc2)c2ccccc2)cc1. The product is N#Cc1ccccc1-c1cc([N+](=O)[O-])ccc1F. Reaction SMILES: [Br:22][c:23]1[c:24]([C:25]#[N:26])[cH:27][cH:28][cH:29][cH:30]1.[CH3:31][O:32][CH2:33][CH2:34][O:35][CH3:36].[F:9][c:10]1[c:11]([B:19]([OH:20])[OH:21])[cH:12][c:13]([N+:16](=[O:17])[O-:18])[cH:14][cH:15]1.[Na+:41].[O-:37][C:38]([OH:39])=[O:40].[OH:1][C:2]([C:3]([OH:4])([CH3:5])[CH3:6])([CH3:7])[CH3:8].[cH:42]1[cH:43][cH:44][c:45]([P:46]([Pd:47]([P:48]([c:49]2[cH:50][cH:51][cH:52][cH:53][cH:54]2)([c:55]2[cH:56][cH:57][cH:58][cH:59][cH:60]2)[c:61]2[cH:62][cH:63][cH:64][cH:65][cH:66]2)([P:67]([c:68]2[cH:69][cH:70][cH:71][cH:72][cH:73]2)([c:74]2[cH:75][cH:76][cH:77][cH:78][cH:79]2)[c:80]2[cH:81][cH:82][cH:83][cH:84][cH:85]2)[P:86]([c:87]2[cH:88][cH:89][cH:90][cH:91][cH:92]2)([c:93]2[cH:94][cH:95][cH:96][cH:97][cH:98]2)[c:99]2[cH:100][cH:101][cH:102][cH:103][cH:104]2)([c:105]2[cH:106][cH:107][cH:108][cH:109][cH:110]2)[c:111]2[cH:112][cH:113][cH:114][cH:115][cH:116]2)[cH:117][cH:118]1>>[F:9][c:10]1[c:11](-[c:23]2[c:24]([C:25]#[N:26])[cH:27][cH:28][cH:29][cH:30]2)[cH:12][c:13]([N+:16](=[O:17])[O-:18])[cH:14][cH:15]1. Starting materials: O=C([O-])O, CS(=O)(=O)Cl, ClCCl, Cl, NC1CCN(c2ccc(N3CC(Cn4ccnn4)OC3=O)cc2F)C1, [Na+]. Product: CS(=O)(=O)NC1CCN(c2ccc(N3CC(Cn4ccnn4)OC3=O)cc2F)C1. Reaction SMILES: [C:27](=[O:28])([OH:29])[O-:30].[CH3:32][S:33]([Cl:34])(=[O:35])=[O:36].[Cl:37][CH2:38][Cl:39].[ClH:1].[NH2:2][CH:3]1[CH2:4][N:5]([c:8]2[c:9]([F:26])[cH:10][c:11]([N:14]3[C:15](=[O:25])[O:16][CH:17]([CH2:19][n:20]4[n:21][n:22][cH:23][cH:24]4)[CH2:18]3)[cH:12][cH:13]2)[CH2:6][CH2:7]1.[Na+:31]>>[NH:2]([CH:3]1[CH2:4][N:5]([c:8]2[c:9]([F:26])[cH:10][c:11]([N:14]3[C:15](=[O:25])[O:16][CH:17]([CH2:19][n:20]4[n:21][n:22][cH:23][cH:24]4)[CH2:18]3)[cH:12][cH:13]2)[CH2:6][CH2:7]1)[S:33]([CH3:32])(=[O:35])=[O:36]. The reactants are [Cl-].[Cl-].[Cl-].[Al+3] (aluminum trichloride), C1(=CC=CC=C1)C (toluene), C(CC(C)C)(=O)Cl (isovaleryl chloride), O (water). Reaction conditions: time 12 hour. The product is CC(CC(=O)C1=CC=C(C=C1)C)C (3-Methyl-1-p-tolyl-butan-1-one). Isolated yield 97.0%. RXN SMILES: [Cl-].[Cl-].[Cl-].[Al+3].[C:5](Cl)(=[O:10])[CH2:6][CH:7]([CH3:9])[CH3:8].O.[C:13]1([CH3:19])[CH:18]=[CH:17][CH:16]=[CH:15][CH:14]=1>>[CH3:8][CH:7]([CH3:9])[CH2:6][C:5]([C:16]1[CH:17]=[CH:18][C:13]([CH3:19])=[CH:14][CH:15]=1)=[O:10] |f:0.1.2.3|. Procedure: Portionwise add aluminum trichloride (3.35 g, 25 mmol) to a solution of isovaleryl chloride (2 mL, 16.4 mmol) in anhydrous toluene (50 mL) at 0° C. Warm to room temperature and stir 12 h. Cool to 0° C. and slowly add cold water (500 mL). Extract with EtOAc, wash the organic phase with brine, dry over Na2SO4 and concentrate in vacuo to obtain the desired intermediate (2.8 g, 97%) as an orange oil suitable for use without additional purification. MS (APCI+) m/z: 176 (M+). The reactants are CCO, O=[N+]([O-])c1cccc(C=Cc2nc(C3CCCCCCC3)cs2)c1, [Na+], [OH-], O, O, Cl[Sn]Cl. Yields the product Nc1cccc(C=Cc2nc(C3CCCCCCC3)cs2)c1. Reaction SMILES: [CH2:25]([OH:26])[CH3:27].[CH:1]1([c:9]2[n:10][c:11]([CH:14]=[CH:15][c:16]3[cH:17][c:18]([N+:22]([O-:23])=[O:24])[cH:19][cH:20][cH:21]3)[s:12][cH:13]2)[CH2:2][CH2:3][CH2:4][CH2:5][CH2:6][CH2:7][CH2:8]1.[Na+:34].[OH-:33].[OH2:28].[OH2:29].[Sn:30]([Cl:31])[Cl:32]>>[CH:1]1([c:9]2[n:10][c:11]([CH:14]=[CH:15][c:16]3[cH:17][c:18]([NH2:22])[cH:19][cH:20][cH:21]3)[s:12][cH:13]2)[CH2:2][CH2:3][CH2:4][CH2:5][CH2:6][CH2:7][CH2:8]1.